This data is from the Open Reaction Database (ORD), a public repository of structured organic reaction records. The task is: describe an organic reaction: reactants, conditions, products, and yield Starting materials: CSC1=NC=CC(=N1)CO ((2-(methylthio)pyrimidin-4-yl)methanol), ClC1=CC=C(C=C1)O (4-chlorophenol), C1(=CC=CC=C1)P(C1=CC=CC=C1)C1=CC=CC=C1 (triphenylphosphine), N(=NC(=O)N1CCCCC1)C(=O)N1CCCCC1 (1,1′-(azodicarbonyl)dipiperidine). Run in C1CCOC1 (THF), C1CCOC1 (THF). The product is ClC1=CC=C(OCC2=NC(=NC=C2)SC)C=C1 (4-((4-chlorophenoxy)methyl)-2-(methylthio)pyrimidine). Yield: 93.6%. Reaction SMILES: [CH3:1][S:2][C:3]1[N:8]=[C:7]([CH2:9][OH:10])[CH:6]=[CH:5][N:4]=1.[Cl:11][C:12]1[CH:17]=[CH:16][C:15](O)=[CH:14][CH:13]=1.C1(P(C2C=CC=CC=2)C2C=CC=CC=2)C=CC=CC=1.N(C(N1CCCCC1)=O)=NC(N1CCCCC1)=O>C1COCC1>[Cl:11][C:12]1[CH:17]=[CH:16][C:15]([O:10][CH2:9][C:7]2[CH:6]=[CH:5][N:4]=[C:3]([S:2][CH3:1])[N:8]=2)=[CH:14][CH:13]=1. Procedure: To a solution of (2-(methylthio)pyrimidin-4-yl)methanol (US 2005/0148610) (0.515 g, 3.30 mmol), 4-chlorophenol (0.466 g, 3.63 mmol), and triphenylphosphine (1.297 g, 4.95 mmol) in THF (10 mL) was added a solution of 1,1′-(azodicarbonyl)dipiperidine (1.248 g, 4.95 mmol) in THF (10 mL) dropwise. After stirring the reaction at RT overnight, the solids were filtered. The filtrate was diluted with EtOAc (30 mL), washed with water (20 mL) and by brine. The organic phase was dried (Na2SO4) and concentr... RXN SMILES: [Cl-].[CH3:2][O:3][CH2:4][P+](C1C=CC=CC=1)(C1C=CC=CC=1)C1C=CC=CC=1.[Li]CCCC.[F:29][C:30]1[CH:31]=[C:32]([C:36]#[C:37][C:38]2[CH:47]=[C:46]3[C:41]([C:42](=[O:54])[N:43]4[CH2:52][CH2:51][C:50](=O)[CH2:49][CH2:48][C:44]4=[N:45]3)=[CH:40][CH:39]=2)[CH:33]=[CH:34][CH:35]=1>C1COCC1>[F:29][C:30]1[CH:31]=[C:32]([C:36]#[C:37][C:38]2[CH:47]=[C:46]3[C:41]([C:42](=[O:54])[N:43]4[CH2:52][CH2:51]/[C:50](=[CH:2]\[O:3][CH3:4])/[CH2:49][CH2:48][C:44]4=[N:45]3)=[CH:40][CH:39]=2)[CH:33]=[CH:34][CH:35]=1 |f:0.1|. Solvent: C1CCOC1 (THF), C1CCOC1 (THF). Yields the product FC=1C=C(C=CC1)C#CC1=CC=C2C(N3C(=NC2=C1)CC/C(/CC3)=C/OC)=O ((Z)-3-((3-fluorophenyl)ethynyl)-8-(methoxymethylene)-7,8,9,10-tetrahydroazepino[2,1-b]quinazolin-12(6H)-one). Procedure: To a solution of (methoxymethyl)triphenylphosphonium chloride (171 mg, 0.5 mmol, 1 equiv) in 5 mL THF at −78° C. was added n-BuLi (0.2 mL, 0.5 mmol, 1 equiv) dropwise and stirred at the same temperature for half an hour. A solution of 3-((3-fluorophenyl)ethynyl)-6,7,9,10-tetrahydroazepino[2,1-b]quinazoline-8,12-dione (173 mg, 0.5 mmol, 1 equiv) in THF was then added to the mixture dropwise at the same temperature and stirred for 2 hours. Then the reaction mixture was quenched with water and extr... Reactants: [Cl-].COC[P+](C1=CC=CC=C1)(C1=CC=CC=C1)C1=CC=CC=C1 ((methoxymethyl)triphenylphosphonium chloride), [Li]CCCC (n-BuLi), FC=1C=C(C=CC1)C#CC1=CC=C2C(N3C(=NC2=C1)CCC(CC3)=O)=O (3-((3-fluorophenyl)ethynyl)-6,7,9,10-tetrahydroazepino[2,1-b]quinazoline-8,12-dione). Starting materials: FC(C(CC[C@@H]1[C@H]([C@H](C[C@H]1OC1OCCCC1)O)CCCCCCC(=O)O)O)(C[C@H](CC)C)F (7[(1R,2R,3R,5S)-2-((6S)-4,4-difluoro-6-methyl-3-hydroxyoctyl)-5-hydroxy-3-(2-tetrahydropyranyloxy)cyclopentyl]heptanoic acid), C(C)(C)N(CC)C(C)C (diisopropyl ethylamine), C(C1=CC=CC=C1)Br (benzyl bromide). Solvent: C(C)#N (acetonitrile). Conditions: time 13.5 hour. Product: FC(C(CC[C@@H]1[C@H]([C@H](C[C@H]1OC1OCCCC1)O)CCCCCCC(=O)OCC1=CC=CC=C1)O)(C[C@H](CC)C)F (benzyl 7-[(1R,2R,3R,5S)-2-((6S)-4,4-difluoro-3-hydroxy-6-methyloctyl)-5-hydroxy-3-(tetrahydro-2H-pyran-2-yloxy)cyclopentyl]heptanoate). Yield: 98.7%. As a reaction SMILES: [F:1][C:2]([F:34])([CH2:29][C@@H:30]([CH3:33])[CH2:31][CH3:32])[CH:3]([OH:28])[CH2:4][CH2:5][C@H:6]1[C@H:10]([O:11][CH:12]2[CH2:17][CH2:16][CH2:15][CH2:14][O:13]2)[CH2:9][C@H:8]([OH:18])[C@@H:7]1[CH2:19][CH2:20][CH2:21][CH2:22][CH2:23][CH2:24][C:25]([OH:27])=[O:26].C(N(C(C)C)CC)(C)C.[CH2:44](Br)[C:45]1[CH:50]=[CH:49][CH:48]=[CH:47][CH:46]=1>C(#N)C>[F:34][C:2]([F:1])([CH2:29][C@@H:30]([CH3:33])[CH2:31][CH3:32])[CH:3]([OH:28])[CH2:4][CH2:5][C@H:6]1[C@H:10]([O:11][CH:12]2[CH2:17][CH2:16][CH2:15][CH2:14][O:13]2)[CH2:9][C@H:8]([OH:18])[C@@H:7]1[CH2:19][CH2:20][CH2:21][CH2:22][CH2:23][CH2:24][C:25]([O:27][CH2:44][C:45]1[CH:50]=[CH:49][CH:48]=[CH:47][CH:46]=1)=[O:26]. Procedure details: To the crude 7-[(1R,2R,3R,5S)-2-((6S)-4,4-difluoro-6-methyl-3-hydroxyoctyl)-5-hydroxy-3-(2-tetrahydropyranyloxy)cyclopentyl]heptanoic acid (F) in acetonitrile (319 ml), diisopropyl ethylamine (68.9 ml, 368 mmol) and benzyl bromide (46.7 ml, 366 mmol) were added and the mixture was stirred for about 13.5 hours at room temperature. The reaction mixture was concentrated under reduced pressure, ethyl acetate (369 ml) and water (283 ml) were added to the residue and the mixture was stirred, let to st... Reactants: C1NC(N2C1=CC=1C=CC=CC21)=O (1,2-dihydro-imidazo[1,5-a]indol-3-one), O (water), [H-].[Na+] (NaH), ClCC=1N=CN(C1C)C(C1=CC=CC=C1)(C1=CC=CC=C1)C1=CC=CC=C1 (4-chloromethyl-5-methyl-1-triphenylmethyl-1H-imidazole). The solvent is CN(C=O)C (dimethylformamide). Run at temperature 60 celsius, time 1 hour. Product: CC1=C(N=CN1C(C1=CC=CC=C1)(C1=CC=CC=C1)C1=CC=CC=C1)CN1C(N2C(=CC=3C=CC=CC23)C1)=O (2-(5-methyl-1-triphenylmethyl-1H-imidazol-4-yl)methyl-1,2-dihydro-imidazo[1,5-a]indol-3-one). RXN SMILES: [CH2:1]1[C:5]2=[CH:6][C:7]3[CH:8]=[CH:9][CH:10]=[CH:11][C:12]=3[N:4]2[C:3](=[O:13])[NH:2]1.[H-].[Na+].Cl[CH2:17][C:18]1[N:19]=[CH:20][N:21]([C:24]([C:37]2[CH:42]=[CH:41][CH:40]=[CH:39][CH:38]=2)([C:31]2[CH:36]=[CH:35][CH:34]=[CH:33][CH:32]=2)[C:25]2[CH:30]=[CH:29][CH:28]=[CH:27][CH:26]=2)[C:22]=1[CH3:23].O>CN(C)C=O>[CH3:23][C:22]1[N:21]([C:24]([C:25]2[CH:30]=[CH:29][CH:28]=[CH:27][CH:26]=2)([C:31]2[CH:32]=[CH:33][CH:34]=[CH:35][CH:36]=2)[C:37]2[CH:42]=[CH:41][CH:40]=[CH:39][CH:38]=2)[CH:20]=[N:19][C:18]=1[CH2:17][N:2]1[CH2:1][C:5]2=[CH:6][C:7]3[CH:8]=[CH:9][CH:10]=[CH:11][C:12]=3[N:4]2[C:3]1=[O:13] |f:1.2|. Procedure details: To a stirred solution of 1,2-dihydro-imidazo[1,5-a]indol-3-one (3 g; 0.0174 moles) in 50 ml of anhydrous dimethylformamide kept under nitrogen atmosphere, 50% NaH (0.84 g; 0.0174 moles) is added. The solution is stirred for 1 hour at 60° C.; then, at room temperature, 4-chloromethyl-5-methyl-1-triphenylmethyl-1H-imidazole (6.5 g; 0.0174 moles) is added. The reaction mixture is stirred for 6 hours at 70° C., then cooled, poured into water and extracted with methylene chloride. Starting materials: C(C1=CC=CC=C1)N1C=C(C=2C=CC=NC2C1=O)Br (7-benzyl-5-bromo-1,7-naphthyridin-8(7H)-one), CC1=NOC(=C1B(O)O)C ((3,5-dimethylisoxazol-4-yl)boronic acid), C(=O)([O-])[O-].[Na+].[Na+] (Na2CO3). Reagents/catalysts: C=1C=CC(=CC1)[P](C=2C=CC=CC2)(C=3C=CC=CC3)[Pd]([P](C=4C=CC=CC4)(C=5C=CC=CC5)C=6C=CC=CC6)([P](C=7C=CC=CC7)(C=8C=CC=CC8)C=9C=CC=CC9)[P](C=1C=CC=CC1)(C=1C=CC=CC1)C=1C=CC=CC1 (Pd(PPh3)4). Conditions: temperature 90 celsius, time 6 hour. The product is C(C1=CC=CC=C1)N1C=C(C=2C=CC=NC2C1=O)C=1C(=NOC1C)C (7-benzyl-5-(3,5-dimethylisoxazol-4-yl)-1,7-naphthyridin-8(7H)-one). Isolated yield 56.5%. As a reaction SMILES: [CH2:1]([N:8]1[C:17](=[O:18])[C:16]2[N:15]=[CH:14][CH:13]=[CH:12][C:11]=2[C:10](Br)=[CH:9]1)[C:2]1[CH:7]=[CH:6][CH:5]=[CH:4][CH:3]=1.[CH3:20][C:21]1[C:25](B(O)O)=[C:24]([CH3:29])[O:23][N:22]=1.C([O-])([O-])=O.[Na+].[Na+]>C1C=CC([P]([Pd]([P](C2C=CC=CC=2)(C2C=CC=CC=2)C2C=CC=CC=2)([P](C2C=CC=CC=2)(C2C=CC=CC=2)C2C=CC=CC=2)[P](C2C=CC=CC=2)(C2C=CC=CC=2)C2C=CC=CC=2)(C2C=CC=CC=2)C2C=CC=CC=2)=CC=1>[CH2:1]([N:8]1[C:17](=[O:18])[C:16]2[N:15]=[CH:14][CH:13]=[CH:12][C:11]=2[C:10]([C:25]2[C:21]([CH3:20])=[N:22][O:23][C:24]=2[CH3:29])=[CH:9]1)[C:2]1[CH:7]=[CH:6][CH:5]=[CH:4][CH:3]=1 |f:2.3.4,^1:39,41,60,79|. Procedure details: A mixture of 7-benzyl-5-bromo-1,7-naphthyridin-8(7H)-one (0.574 g, 1.82 mmol), (3,5-dimethylisoxazol-4-yl)boronic acid (0.385 g, 2.73 mmol) and Na2CO3 (0.579 g, 5.46 mmol) was degassed under nitrogen. Then toluene (30 mL), ethanol (30 mL) and water (3 mL) were added. The reaction mixture was degassed again and Pd(PPh3)4 (0.210 g, 0.12 mmol) was added and degassing procedure was repeated. The reaction was stirred at 90° C. for 6 h under nitrogen. After that time the reaction was cooled to rt, con... Reactants: 20, O=C1C(=C2C(SC3=C(N2)C=CC=C3)=CN1)C#N (2,3-dihydro-3-oxo-5H-pyrido[3,4-b][1,4]benzothiazine-4-carbonitrile), C(C)(=O)O (acetic acid), 34, BrBr (bromine), resultant mixture. The solvent is C(Cl)(Cl)(Cl)Cl (carbon tetrachloride). Yields the product BrC1=CC2=C(NC=3C(S2)=CNC(C3C#N)=O)C=C1 (8-bromo-2,3-dihydro-3-oxo-5H-pyrido[3,4-b][1,4]benzothiazine-4-carbonitrile). RXN SMILES: [O:1]=[C:2]1[NH:15][CH:14]=[C:5]2[S:6][C:7]3[CH:13]=[CH:12][CH:11]=[CH:10][C:8]=3[NH:9][C:4]2=[C:3]1[C:16]#[N:17].C(O)(=O)C.[Br:22]Br>C(Cl)(Cl)(Cl)Cl>[Br:22][C:12]1[CH:11]=[CH:10][C:8]2[NH:9][C:4]3[C:5](=[CH:14][NH:15][C:2](=[O:1])[C:3]=3[C:16]#[N:17])[S:6][C:7]=2[CH:13]=1. Procedure details: To a solution of 20 parts of 2,3-dihydro-3-oxo-5H-pyrido[3,4-b][1,4]benzothiazine-4-carbonitrile in 1575 parts of glacial acetic acid is added a solution of 34 parts of bromine in 320 parts of carbon tetrachloride. The resultant mixture is heated at the boiling point under reflux for 23/4 hours, then chilled. The precipitate which forms is filtered off and recrystallized from N,N-dimethylformamide to give 8-bromo-2,3-dihydro-3-oxo-5H-pyrido[3,4-b][1,4]benzothiazine-4-carbonitrile melting above 3...